Dataset: the Open Reaction Database (ORD), a public repository of structured organic reaction records. Task: describe an organic reaction: reactants, conditions, products, and yield The reactants are C(#C)[Si](C)(C)C (ethynyltrimethylsilane), BrC=1C=C(C(=NC1)OC)OC (5-bromo-2,3-dimethoxypyridine). Reagents/catalysts: [Cu]I (Copper (I) iodide), Cl[Pd]([P](C1=CC=CC=C1)(C2=CC=CC=C2)C3=CC=CC=C3)([P](C4=CC=CC=C4)(C5=CC=CC=C5)C6=CC=CC=C6)Cl (bis(triphenylphosphine)palladium(II) dichloride). The solvent is C(C)N(CC)CC (triethylamine). Conditions: time 16 hour. Yields the product COC1=NC=C(C=C1OC)C#C[Si](C)(C)C (2,3-dimethoxy-5-[(trimethylsilyl)ethynyl]pyridine). Yield: 70.6%. Reaction SMILES: Br[C:2]1[CH:3]=[C:4]([O:10][CH3:11])[C:5]([O:8][CH3:9])=[N:6][CH:7]=1.[C:12]([Si:14]([CH3:17])([CH3:16])[CH3:15])#[CH:13]>[Cu]I.Cl[Pd](Cl)([P](C1C=CC=CC=1)(C1C=CC=CC=1)C1C=CC=CC=1)[P](C1C=CC=CC=1)(C1C=CC=CC=1)C1C=CC=CC=1.C(N(CC)CC)C>[CH3:9][O:8][C:5]1[C:4]([O:10][CH3:11])=[CH:3][C:2]([C:13]#[C:12][Si:14]([CH3:17])([CH3:16])[CH3:15])=[CH:7][N:6]=1 |^1:22,41|. Procedure details: Copper (I) iodide (0.56 g, 2.9 mmol), bis(triphenylphosphine)palladium(II) dichloride (2.1 g, 2.9 mmol), and 5-bromo-2,3-dimethoxypyridine (12.8 g, 59 mmol) were added to triethylamine (80 ml) which produced a yellow suspension. The reaction was thoroughly degassed and ethynyltrimethylsilane (5.8 g, 59 mmol) was added to the stirred suspension which was then stirred for 16 hours and concentrated. The crude material was purified by column chromatography (SiO2; 0-10% ethyl acetate in petrol) to af... The reactants are C(C1=CC=CC=C1)OCC(=O)Cl (Benzyloxyacetyl chloride), CO (MeOH). Conditions: time 20 hour. Product: COC(COCC1=CC=CC=C1)=O (Benzyloxy-Acetic Acid Methyl Ester). As a reaction SMILES: [CH2:1]([O:8][CH2:9][C:10](Cl)=[O:11])[C:2]1[CH:7]=[CH:6][CH:5]=[CH:4][CH:3]=1.[CH3:13][OH:14]>>[CH3:13][O:14][C:10](=[O:11])[CH2:9][O:8][CH2:1][C:2]1[CH:7]=[CH:6][CH:5]=[CH:4][CH:3]=1. Reported procedure: Benzyloxyacetyl chloride was added slowly to 10 vol of MeOH at 0-5° C. The mixture was stirred at room temperature for 20 h. MeOH was removed under vacuum to give quantitatively the desired product. The reactants are CCCN(CCC)Cc1cccc(C(=O)OC)c1, CO, [Na+], [OH-]. Product: CCCN(CCC)Cc1cccc(C(=O)O)c1. RXN SMILES: [CH3:1][O:2][C:3]([c:4]1[cH:5][c:6]([CH2:10][N:11]([CH2:12][CH2:13][CH3:14])[CH2:15][CH2:16][CH3:17])[cH:7][cH:8][cH:9]1)=[O:18].[CH3:21][OH:22].[Na+:20].[OH-:19]>>[O:2]=[C:3]([c:4]1[cH:5][c:6]([CH2:10][N:11]([CH2:12][CH2:13][CH3:14])[CH2:15][CH2:16][CH3:17])[cH:7][cH:8][cH:9]1)[OH:18].